Dataset: the Open Reaction Database (ORD), a public repository of structured organic reaction records. Task: describe an organic reaction: reactants, conditions, products, and yield Starting materials: O=c1[nH]c2ccc3c(c2[nH]c1=O)CC(N1CCCC1)C3, O=[N+]([O-])O, O=C(O)C(F)(F)F. As a reaction SMILES: [N:1]1([CH:6]2[CH2:7][c:8]3[c:9]([c:10]4[nH:11][c:12](=[O:19])[c:13](=[O:18])[nH:14][c:15]4[cH:16][cH:17]3)[CH2:20]2)[CH2:2][CH2:3][CH2:4][CH2:5]1.[OH:21][N+:22]([O-:23])=[O:24].[OH:25][C:26]([C:27]([F:28])([F:29])[F:30])=[O:31]>>[N:1]1([CH:6]2[CH2:7][c:8]3[c:9]([c:10]4[nH:11][c:12](=[O:19])[c:13](=[O:18])[nH:14][c:15]4[cH:16][c:17]3[N+:22](=[O:21])[O-:23])[CH2:20]2)[CH2:2][CH2:3][CH2:4][CH2:5]1. The product is O=c1[nH]c2cc([N+](=O)[O-])c3c(c2[nH]c1=O)CC(N1CCCC1)C3. The reactants are N1=CC=C(C=C1)CNC(=O)C1=CC=CC=2OCCOC21 (2,3-dihydrobenzo[1,4]dioxine-5-carboxylic acid (pyridin-4-ylmethyl)amide), C(C)(C)(C)OC(=O)N1CCN(CC1)S(=O)(=O)CCCI (4-(3-iodopropane-1-sulfonyl)piperazine-1-carboxylic acid tert-butyl ester), chloro, [I-].[Na+] (sodium iodide). Reagents/catalysts: [Pt](=O)=O (platinum(IV) oxide). Solvent: C(C)#N (acetonitrile), O (water), CO (methanol). Product: C(C)(C)(C)OC(=O)N1CCNCC1 (piperazine-1-carboxylic acid tert-butyl ester). The yield is 39.0%. Reaction SMILES: N1C=CC(CNC(C2C3OCCOC=3C=CC=2)=O)=CC=1.[C:21]([O:25][C:26]([N:28]1[CH2:33][CH2:32][N:31](S(CCCI)(=O)=O)[CH2:30][CH2:29]1)=[O:27])([CH3:24])([CH3:23])[CH3:22].[I-].[Na+]>C(#N)C.CO.O.[Pt](=O)=O>[C:21]([O:25][C:26]([N:28]1[CH2:33][CH2:32][NH:31][CH2:30][CH2:29]1)=[O:27])([CH3:24])([CH3:22])[CH3:23] |f:2.3|. Procedure: A stirred solution of the 2,3-dihydrobenzo[1,4]dioxine-5-carboxylic acid (pyridin-4-ylmethyl)amide (1.30 g, 4.8 mmol) and 4-(3-iodopropane-1-sulfonyl)piperazine-1-carboxylic acid tert-butyl ester (prepared from the corresponding chloro compound by treatment with sodium iodide in actone) (2.12 g, 5.1 mmol) in acetonitrile (25 mL) was heated under reflux for 8 hours. The mixture was concentrated in vacuo and the residue was triturated with ethyl acetate. Filtration gave the crude pyridinium iodide...